This data is from the Open Reaction Database (ORD), a public repository of structured organic reaction records. The task is: describe an organic reaction: reactants, conditions, products, and yield Starting materials: OC=1C=C2C(=C(C(=NC2=CC1)CC(C)C)CNC(OC(C)(C)C)=O)C1=CC=C(C=C1)C (tert-butyl {[6-hydroxy-2-isobutyl-4-(4-methylphenyl)quinolin-3-yl]methyl}carbamate), BrCCCCC(=O)OCC (ethyl 5-bromopentanoate), C([O-])([O-])=O.[K+].[K+] (potassium carbonate), CN(C=O)C (N,N-dimethylformamide). The solvent is O (Water). Conditions: temperature 50 celsius, time 3 hour. Product: C(C)(C)(C)OC(=O)NCC=1C(=NC2=CC=C(C=C2C1C1=CC=C(C=C1)C)OCCCCC(=O)OCC)CC(C)C (ethyl 5-{[3-{[(tert-butoxycarbonyl)amino]methyl}-2-isobutyl-4-(4-methylphenyl)quinolin-6-yl]oxy}pentanoate). Isolated yield 63.6%. RXN SMILES: [OH:1][C:2]1[CH:3]=[C:4]2[C:9](=[CH:10][CH:11]=1)[N:8]=[C:7]([CH2:12][CH:13]([CH3:15])[CH3:14])[C:6]([CH2:16][NH:17][C:18](=[O:24])[O:19][C:20]([CH3:23])([CH3:22])[CH3:21])=[C:5]2[C:25]1[CH:30]=[CH:29][C:28]([CH3:31])=[CH:27][CH:26]=1.Br[CH2:33][CH2:34][CH2:35][CH2:36][C:37]([O:39][CH2:40][CH3:41])=[O:38].C(=O)([O-])[O-].[K+].[K+].CN(C)C=O>O>[C:20]([O:19][C:18]([NH:17][CH2:16][C:6]1[C:7]([CH2:12][CH:13]([CH3:15])[CH3:14])=[N:8][C:9]2[C:4]([C:5]=1[C:25]1[CH:26]=[CH:27][C:28]([CH3:31])=[CH:29][CH:30]=1)=[CH:3][C:2]([O:1][CH2:33][CH2:34][CH2:35][CH2:36][C:37]([O:39][CH2:40][CH3:41])=[O:38])=[CH:11][CH:10]=2)=[O:24])([CH3:23])([CH3:21])[CH3:22] |f:2.3.4|. Reported procedure: A mixture of tert-butyl {[6-hydroxy-2-isobutyl-4-(4-methylphenyl)quinolin-3-yl]methyl}carbamate (2.7 g, 6.3 mmol), ethyl 5-bromopentanoate (1.4 g, 7.0 mmol), potassium carbonate (0.97 g, 7.0 mmol) and N,N-dimethylformamide (30 ml) was stirred at 50° C. for 3 hrs. Water was added to the reaction mixture and the mixture was extracted with ethyl acetate. The extract was washed successively with 1N hydrochloric acid, saturated aqueous sodium hydrogen carbonate and saturated brine, dried over anhydro... The product is ClC1=C(C=C2CC(C(C2=C1Cl)=O)(C)C1CCCC1)OCCCCC(=O)OC (Methyl 5-[(6,7-Dichloro-2-cyclopentyl-2,3-dihydro-2-methyl-1-oxo-1H-inden-5-yl)oxy]pentanoate). Reaction conditions: time 30 minute. As a reaction SMILES: [CH:1]1([C:6]2([CH3:19])[CH:14](O)[C:13]3[C:8](=[C:9]([Cl:17])[C:10]([Cl:16])=[CH:11][CH:12]=3)[C:7]2=[O:18])[CH2:5][CH2:4][CH2:3][CH2:2]1.C(=O)([O-])[O-:21].[K+].[K+].Br[CH2:27][CH2:28][CH2:29][CH2:30][C:31]([O:33][CH3:34])=[O:32]>CN(C)C=O>[Cl:16][C:10]1[C:9]([Cl:17])=[C:8]2[C:13]([CH2:14][C:6]([CH:1]3[CH2:2][CH2:3][CH2:4][CH2:5]3)([CH3:19])[C:7]2=[O:18])=[CH:12][C:11]=1[O:21][CH2:27][CH2:28][CH2:29][CH2:30][C:31]([O:33][CH3:34])=[O:32] |f:1.2.3|. Procedure details: 2-Cyclopentyl-6,7-dichloro-2,3-dihydro-2-methyl-hydroxy-1H-inden-1-one (12 g., 0.04 mole) is dissolved in dimethylformamide (30 ml.) and treated with potassium carbonate (5.5 g., 0.04 mole). Methyl 5-bromopentanoate (8.5 g., 0.04 mole) is added dropwise with good stirring over a period of 30 minutes. Then, the mixture is stirred and heated in a steam bath for two hours. The mixture is cooled and poured in to ice water (300 ml.). The product which solidifies upon standing is removed by filtration... The reactants are ice water, C1(CCCC1)C1(C(C2=C(C(=CC=C2C1O)Cl)Cl)=O)C (2-Cyclopentyl-6,7-dichloro-2,3-dihydro-2-methyl-hydroxy-1H-inden-1-one), BrCCCCC(=O)OC (Methyl 5-bromopentanoate), C([O-])([O-])=O.[K+].[K+] (potassium carbonate). Run in CN(C=O)C (dimethylformamide). The reactants are C(C)OC(CC1C2=C(B(O1)O)C=C(C=C2C)OC2=NC=C(N=C2)C(N)=O)=O ([6-(5-carbamoyl-pyrazin-2-yloxy)-1-hydroxy-4-methyl-1,3-dihydro-benzo[c][1,2]oxaborol-3-yl]-acetic acid ethyl ester), [Li+].[OH-] (LiOH). The solvent is C1CCOC1 (THF), O (water). Yields the product C(N)(=O)C=1N=CC(=NC1)OC=1C=C(C2=C(B(OC2CC(=O)O)O)C1)C ([6-(5-Carbamoyl-pyrazin-2-yloxy)-1-hydroxy-4-methyl-1,3-dihydro-benzo[c][1,2]oxaborol-3-yl]-acetic acid). The yield is 52.7%. Reaction SMILES: C([O:3][C:4](=[O:27])[CH2:5][CH:6]1[O:10][B:9]([OH:11])[C:8]2[CH:12]=[C:13]([O:17][C:18]3[CH:23]=[N:22][C:21]([C:24](=[O:26])[NH2:25])=[CH:20][N:19]=3)[CH:14]=[C:15]([CH3:16])[C:7]1=2)C.[Li+].[OH-]>C1COCC1.O>[C:24]([C:21]1[N:22]=[CH:23][C:18]([O:17][C:13]2[CH:14]=[C:15]([CH3:16])[C:7]3[CH:6]([CH2:5][C:4]([OH:27])=[O:3])[O:10][B:9]([OH:11])[C:8]=3[CH:12]=2)=[N:19][CH:20]=1)(=[O:26])[NH2:25] |f:1.2|. Procedure: A solution of [6-(5-carbamoyl-pyrazin-2-yloxy)-1-hydroxy-4-methyl-1,3-dihydro-benzo[c][1,2]oxaborol-3-yl]-acetic acid ethyl ester (77 mg, 0.21 mmol) in THF (4 mL) was treated with LiOH (35 mg, 0.84 mmol) in water (4 mL) at room temperature for 1 h. The reaction was concentrated to dryness. The residue was diluted with water and adjusted to pH 3. The mixture was purified by preparative HPLC to give the title compound (38 mg). 1H NMR (300 MHz, CD3OD) δ 8.76 (s, 1H), 8.46 (s, 1H), 7.29 (s, 1H), 7.1... Reactants: [OH-].[Na+] (sodium hydroxide), [N+](=O)([O-])C1=CC=C(C=C1)OC1=CC=CC=C1 (1-nitro-4-phenoxybenzene), C([O-])([O-])=O.[K+].[K+] (potassium carbonate), C(C(C)(C)C)(=O)O (pivalic acid). As a reaction SMILES: [N+:1]([C:4]1[CH:9]=[CH:8][C:7]([O:10][C:11]2[CH:16]=[CH:15][CH:14]=[CH:13][CH:12]=2)=[CH:6][CH:5]=1)([O-:3])=[O:2].C(=O)([O-])[O-].[K+].[K+].C(O)(=O)C(C)(C)C.[OH-].[Na+]>O.C(OCC)(=O)C.C([O-])(=O)C.[Pd+2].C([O-])(=O)C>[N+:1]([C:4]1[CH:5]=[CH:6][C:7]2[O:10][C:11]3[CH:16]=[CH:15][CH:14]=[CH:13][C:12]=3[C:8]=2[CH:9]=1)([O-:3])=[O:2] |f:1.2.3,5.6,9.10.11|. Yields the product [N+](=O)([O-])C1=CC2=C(OC3=C2C=CC=C3)C=C1 (2-nitrodibenzofuran). Yield: 73.6%. The reagents and catalysts are C(C)(=O)[O-].[Pd+2].C(C)(=O)[O-] (palladium acetate). Conditions: temperature 120 celsius. Solvent: O (water), C(C)(=O)OCC (ethyl acetate). Procedure details: In a 1 L round-bottom flask, 1-nitro-4-phenoxybenzene (50 g, 232 mmol), potassium carbonate (3.21 g, 23.23 mmol), palladium acetate (2.61 g, 11.62 mmol), and 280 mL of pivalic acid were added. The mixture was heated to 120° C. in air. After 3 days the reaction mixture was cooled in an ice bath. 125 mL of 50% sodium hydroxide solution was added slowly in portions over time. The black emulsion was diluted with a large amount of water and ethyl acetate, filtered through Celite. The organic layer wa... Procedure: Benzyl [(1R)-2-({(2R)-2-[(tert-butoxycarbonyl)amino]-3-phenylpropyl}amino)-1-methyl-2-oxoethyl]carbamate (335 mg, 0.74 mmol) was dissolved in 5 mL dioxane and hydrogen chloride (4M solution in dioxane, 5 mL, 20 mmol) added and the mixture stirred at room temperature for 16 h. The mixture was evaporated under reduced pressure and the residue purified by flash column chromatography eluting with a 9:1 mixture of dichloromethane in methanol to give 150 mg (63%) of the title compound as a waxy white ... Reaction conditions: time 16 hour. The product is C(C1=CC=CC=C1)OC(N[C@@H](CNC([C@H](N)C)=O)CC1=CC=CC=C1)=O (Benzyl-[(1R)-2-(D-alanylamino)-1-benzylethyl]carbamate). Starting materials: C(C)(C)(C)OC(=O)N[C@@H](CNC([C@@H](C)NC(OCC1=CC=CC=C1)=O)=O)CC1=CC=CC=C1 (Benzyl [(1R)-2-({(2R)-2-[(tert-butoxycarbonyl)amino]-3-phenylpropyl}amino)-1-methyl-2-oxoethyl]carbamate), Cl (hydrogen chloride). Run in O1CCOCC1 (dioxane). RXN SMILES: [C:1]([O:5][C:6]([NH:8][C@H:9]([CH2:27][C:28]1[CH:33]=[CH:32][CH:31]=[CH:30][CH:29]=1)[CH2:10][NH:11][C:12](=[O:26])[C@H:13]([NH:15]C(=O)OCC1C=CC=CC=1)[CH3:14])=[O:7])([CH3:4])(C)C.Cl>O1CCOCC1>[CH2:1]([O:5][C:6](=[O:7])[NH:8][C@H:9]([CH2:27][C:28]1[CH:29]=[CH:30][CH:31]=[CH:32][CH:33]=1)[CH2:10][NH:11][C:12](=[O:26])[C@@H:13]([CH3:14])[NH2:15])[C:4]1[CH:29]=[CH:28][CH:27]=[CH:9][CH:10]=1. Isolated yield 114.1%. Reactants: Nc1n[nH]c2cc(Cl)ccc12, c1ccncc1, O=C(Cl)Cc1cccs1. The product is O=C(Cc1cccs1)Nc1n[nH]c2cc(Cl)ccc12. Reaction SMILES: [Cl:10][c:11]1[cH:12][cH:13][c:14]2[c:15]([NH2:20])[n:16][nH:17][c:18]2[cH:19]1.[cH:21]1[cH:22][cH:23][n:24][cH:25][cH:26]1.[s:1]1[c:2]([CH2:6][C:7](=[O:8])[Cl:9])[cH:3][cH:4][cH:5]1>>[s:1]1[c:2]([CH2:6][C:7](=[O:8])[NH:20][c:15]2[c:14]3[cH:13][cH:12][c:11]([Cl:10])[cH:19][c:18]3[nH:17][n:16]2)[cH:3][cH:4][cH:5]1. Reactants: [N+](=O)([O-])C1=CC=C(C=C1)NC(=O)NN (N-(4-nitro-phenyl)hydrazinecarboxamide), C(C)(=O)O.C(N)=N (methanimidamide acetate). Solvent: C(CCC)O (1-butanol). The product is [N+](=O)([O-])C1=CC=C(C=C1)N1C(NN=C1)=O (2,4-dihydro-4-(4-nitrophenyl) -3H-1,2,4-triazol-3-one). As a reaction SMILES: [N+:1]([C:4]1[CH:9]=[CH:8][C:7]([NH:10][C:11]([NH:13][NH2:14])=[O:12])=[CH:6][CH:5]=1)([O-:3])=[O:2].[C:15](O)(=O)C.C(=N)N>C(O)CCC>[N+:1]([C:4]1[CH:5]=[CH:6][C:7]([N:10]2[CH:15]=[N:14][NH:13][C:11]2=[O:12])=[CH:8][CH:9]=1)([O-:3])=[O:2] |f:1.2|. Procedure: A mixture of intermediate (2) and methanimidamide acetate (2.4 mol) in 1-butanol (1500 ml) was stirred and refluxed for 5 hours and then stirred further for 48 hours. The precipitate was filtered off and washed with DIPE, yielding 48 g of 2,4-dihydro-4-(4-nitrophenyl) -3H-1,2,4-triazol-3-one (intermediate 3). The reactants are C(C#C)N1C2=C(NC(C3=C1C=CC=C3)=O)C=CC=N2 (5,11-dihydro-11-(prop-2-ynyl)-6H-pyrido[2,3-b][1,4]benzodiazepin-6-one), C=O (paraformaldehyde), O[C@@H]1CC[C@H](CC1)CN (trans-(4-hydroxy-cyclohexyl)methylamine). Yields the product O[C@@H]1CC[C@H](CC1)CNCC#CCN1C2=C(NC(C3=C1C=CC=C3)=O)C=CC=N2 (Trans-5,11-dihydro-11-[4-[(4-hydroxy-cyclohexyl)methylamino]-but-2-ynyl]-6H-pyrido[2,3-b][1,4]benzodiazepin-6-one). Yield: 31.0%. As a reaction SMILES: [CH2:1]([N:4]1[C:10]2[CH:11]=[CH:12][CH:13]=[CH:14][C:9]=2[C:8](=[O:15])[NH:7][C:6]2[CH:16]=[CH:17][CH:18]=[N:19][C:5]1=2)[C:2]#[CH:3].[CH2:20]=O.[OH:22][C@H:23]1[CH2:28][CH2:27][C@H:26]([CH2:29][NH2:30])[CH2:25][CH2:24]1>>[OH:22][C@H:23]1[CH2:28][CH2:27][C@H:26]([CH2:29][NH:30][CH2:20][C:3]#[C:2][CH2:1][N:4]2[C:10]3[CH:11]=[CH:12][CH:13]=[CH:14][C:9]=3[C:8](=[O:15])[NH:7][C:6]3[CH:16]=[CH:17][CH:18]=[N:19][C:5]2=3)[CH2:25][CH2:24]1. Reported procedure: Prepared analogously to Example lb) from 5,11-dihydro-11-(prop-2-ynyl)-6H-pyrido[2,3-b][1,4]benzodiazepin-6-one, paraformaldehyde and trans-(4-hydroxy-cyclohexyl)methylamine in a yield of 31% of theory. Colourless crystals, m.p. 183°-184° C. (after recrystallisation from ethyl acetate and methanol). Reactants: COc1cc2ncnc(Cl)c2cc1O, ClCCl, CC(C)(C)OC(=O)N=NC(=O)OC(C)(C)C, OCCCN1CCOCC1, c1ccc(P(c2ccccc2)c2ccccc2)cc1. The product is COc1cc2ncnc(Cl)c2cc1OCCCN1CCOCC1. As a reaction SMILES: [Cl:17][c:18]1[n:19][cH:20][n:21][c:22]2[cH:23][c:24]([O:29][CH3:30])[c:25]([OH:28])[cH:26][c:27]12.[Cl:60][CH2:61][Cl:62].[N:1]([C:2]([O:3][C:4]([CH3:5])([CH3:6])[CH3:7])=[O:8])=[N:9][C:10]([O:11][C:12]([CH3:13])([CH3:14])[CH3:15])=[O:16].[O:31]1[CH2:32][CH2:33][N:34]([CH2:37][CH2:38][CH2:39][OH:40])[CH2:35][CH2:36]1.[c:41]1([P:42]([c:43]2[cH:44][cH:45][cH:46][cH:47][cH:48]2)[c:49]2[cH:50][cH:51][cH:52][cH:53][cH:54]2)[cH:55][cH:56][cH:57][cH:58][cH:59]1>>[Cl:17][c:18]1[n:19][cH:20][n:21][c:22]2[cH:23][c:24]([O:29][CH3:30])[c:25]([O:28][CH2:39][CH2:38][CH2:37][N:34]3[CH2:33][CH2:32][O:31][CH2:36][CH2:35]3)[cH:26][c:27]12. The reactants are CS(C)=O, Nc1cccc(I)c1, O, O=C(Nc1cccc2c1CC(O)CC2)Oc1ccccc1. The product is O=C(Nc1cccc(I)c1)Nc1cccc2c1CC(O)CC2. RXN SMILES: [CH3:31][S:32]([CH3:33])=[O:34].[I:22][c:23]1[cH:24][c:25]([NH2:26])[cH:27][cH:28][cH:29]1.[OH2:30].[OH:1][CH:2]1[CH2:3][CH2:4][c:5]2[cH:6][cH:7][cH:8][c:9]([NH:12][C:13]([O:14][c:15]3[cH:16][cH:17][cH:18][cH:19][cH:20]3)=[O:21])[c:10]2[CH2:11]1>>[OH:1][CH:2]1[CH2:3][CH2:4][c:5]2[cH:6][cH:7][cH:8][c:9]([NH:12][C:13](=[O:21])[NH:26][c:25]3[cH:24][c:23]([I:22])[cH:29][cH:28][cH:27]3)[c:10]2[CH2:11]1.